This data is from the Open Reaction Database (ORD), a public repository of structured organic reaction records. The task is: describe an organic reaction: reactants, conditions, products, and yield The reactants are C(Cl)Cl (DCM), [OH-].[Na+] (Sodium hydroxide), ClC=1C=C(C=NC1OC(C)C)C(=O)OC(C)C (1-Methylethyl 5-chloro-6-[(1-methylethyl)oxy]-3-pyridinecarboxylate). Run in CO (methanol). Conditions: time 8 hour. Yields the product ClC=1C=C(C=NC1OC(C)C)C(=O)O (5-Chloro-6-[(1-methylethyl)oxy]-3-pyridinecarboxylic acid). RXN SMILES: [OH-].[Na+].[Cl:3][C:4]1[CH:5]=[C:6]([C:14]([O:16]C(C)C)=[O:15])[CH:7]=[N:8][C:9]=1[O:10][CH:11]([CH3:13])[CH3:12].C(Cl)Cl>CO>[Cl:3][C:4]1[CH:5]=[C:6]([C:14]([OH:16])=[O:15])[CH:7]=[N:8][C:9]=1[O:10][CH:11]([CH3:13])[CH3:12] |f:0.1|. Procedure: Sodium hydroxide (29.1 ml, 58.2 mmol) was added to a solution of 1-methylethyl 5-chloro-6-[(1-methylethyl)oxy]-3-pyridinecarboxylate (D30) (3 g, 11.64 mmol) in methanol (25 ml) and stirred at room temperature overnight. The solvent was evaporated before neutralising with 2M HCl and extracting with ether. It was then dried over magnesium sulfate and evaporated to give an impure white solid. Trituration with DCM gave the title compound as a pure white solid. MS (ES) C9H10ClNO3 requires 215, found ... Starting materials: CCCC[N+](CCCC)(CCCC)Cc1ccccc1, CCOC(C)=O, [Cl-], [O-]Cl, [K+], NC1CCC(N2CCNC2=O)CC1. The product is O=C1CCC(N2CCNC2=O)CC1. As a reaction SMILES: [CH2:18]([N+:19]([CH2:20][CH2:21][CH2:22][CH3:23])([CH2:24][CH2:25][CH2:26][CH3:27])[CH2:28][CH2:29][CH2:30][CH3:31])[c:32]1[cH:33][cH:34][cH:35][cH:36][cH:37]1.[CH3:38][CH2:39][O:40][C:41](=[O:42])[CH3:43].[Cl-:17].[Cl:14][O-:15].[K+:16].[NH2:1][CH:2]1[CH2:3][CH2:4][CH:5]([N:8]2[C:9](=[O:13])[NH:10][CH2:11][CH2:12]2)[CH2:6][CH2:7]1>>[C:2]1(=[O:15])[CH2:3][CH2:4][CH:5]([N:8]2[C:9](=[O:13])[NH:10][CH2:11][CH2:12]2)[CH2:6][CH2:7]1. The reactants are CC(=O)OC(C)=O, ClC(Cl)Cl, [Na+], O=C([O-])O, Cc1c(C(O)C2CCc3cc4ccccc4n3C2=O)ncn1C(c1ccccc1)(c1ccccc1)c1ccccc1, c1ccncc1. The product is CC(=O)OC(c1ncn(C(c2ccccc2)(c2ccccc2)c2ccccc2)c1C)C1CCc2cc3ccccc3n2C1=O. RXN SMILES: [CH3:1][C:2](=[O:3])[O:4][C:5](=[O:6])[CH3:7].[CH:60]([Cl:61])([Cl:62])[Cl:63].[Na+:49].[OH:50][C:51](=[O:52])[O-:53].[OH:8][CH:9]([CH:10]1[CH2:11][CH2:12][c:13]2[n:14]([c:15]3[cH:16][cH:17][cH:18][cH:19][c:20]3[cH:21]2)[C:22]1=[O:23])[c:24]1[n:25][cH:26][n:27]([C:30]([c:31]2[cH:32][cH:33][cH:34][cH:35][cH:36]2)([c:37]2[cH:38][cH:39][cH:40][cH:41][cH:42]2)[c:43]2[cH:44][cH:45][cH:46][cH:47][cH:48]2)[c:28]1[CH3:29].[cH:54]1[cH:55][cH:56][n:57][cH:58][cH:59]1>>[CH3:1][C:2](=[O:3])[O:8][CH:9]([CH:10]1[CH2:11][CH2:12][c:13]2[n:14]([c:15]3[cH:16][cH:17][cH:18][cH:19][c:20]3[cH:21]2)[C:22]1=[O:23])[c:24]1[n:25][cH:26][n:27]([C:30]([c:31]2[cH:32][cH:33][cH:34][cH:35][cH:36]2)([c:37]2[cH:38][cH:39][cH:40][cH:41][cH:42]2)[c:43]2[cH:44][cH:45][cH:46][cH:47][cH:48]2)[c:28]1[CH3:29]. As a reaction SMILES: [C:1]([CH3:2])([CH3:3])([CH3:4])[c:5]1[n:6][c:7]([NH:10][C:11](=[O:12])[c:13]2[cH:14][c:15]3[n:16]([c:17](=[O:33])[c:18]([CH:28]=[CH:29][C:30]([OH:31])=[O:32])[c:19]([N:21]4[CH2:22][CH:23]([OH:27])[CH2:24][CH2:25][CH2:26]4)[n:20]3)[cH:34][cH:35]2)[s:8][cH:9]1.[C:36]([c:37]1[n:38][c:39]([NH:40][C:41]([C:42]2=[CH:53][C:52]3=[N:51][C:49](=[O:50])[CH2:48][C:46](=[O:47])[N:45]3[CH:44]=[CH:43]2)=[O:54])[s:55][cH:56]1)([CH3:57])([CH3:58])[CH3:59].[OH:60][CH:61]1[CH2:62][CH2:63][CH2:64][NH:65][CH2:66]1>>[C:1]([CH3:2])([CH3:3])([CH3:4])[c:5]1[n:6][c:7]([NH:10][C:11](=[O:12])[c:13]2[cH:14][c:15]3[n:16]([c:17](=[O:33])[cH:18][c:19]([N:21]4[CH2:22][CH:23]([OH:27])[CH2:24][CH2:25][CH2:26]4)[n:20]3)[cH:34][cH:35]2)[s:8][cH:9]1. Reactants: CC(C)(C)c1csc(NC(=O)c2ccn3c(=O)c(C=CC(=O)O)c(N4CCCC(O)C4)nc3c2)n1, CC(C)(C)c1csc(NC(=O)C2=CC3=NC(=O)CC(=O)N3C=C2)n1, OC1CCCNC1. Product: CC(C)(C)c1csc(NC(=O)c2ccn3c(=O)cc(N4CCCC(O)C4)nc3c2)n1. Starting materials: C1CNC[C@H]2CCC3=C([C@H]12)C=CC=C3 (trans-1,2,3,4,4a,5,6,10b-octahydrobenz[f]isoquinoline), C([O-])([O-])=O.[K+].[K+] (potassium carbonate), BrCC=C(C)C (4-bromo-2-methyl-2-butene). Solvent: CN(C)C=O (DMF). Product: CC(=CCN1C[C@H]2CCC3=C([C@@H]2CC1)C=CC=C3)C (trans-3-(3',3'-Dimethylallyl)-1,2,3,4,4a,5,6,10b-octahydrobenz[f]isoquinoline). The yield is 16.2%. Reaction SMILES: [CH2:1]1[C@@H:10]2[C@H:5]([CH2:6][CH2:7][C:8]3[CH:14]=[CH:13][CH:12]=[CH:11][C:9]=32)[CH2:4][NH:3][CH2:2]1.C(=O)([O-])[O-].[K+].[K+].Br[CH2:22][CH:23]=[C:24]([CH3:26])[CH3:25]>CN(C=O)C>[CH3:25][C:24]([CH3:26])=[CH:23][CH2:22][N:3]1[CH2:2][CH2:1][C@@H:10]2[C@H:5]([CH2:6][CH2:7][C:8]3[CH:14]=[CH:13][CH:12]=[CH:11][C:9]=32)[CH2:4]1 |f:1.2.3|. Procedure details: Following the procedure of Example 3, step 4, 0.163 g (0.872 mmol) of crude trans-1,2,3,4,4a,5,6,10b-octahydrobenz[f]isoquinoline in 10 ml of anhydrous DMF was reacted with 0.133 g (0.962 mmol) of anhydrous potassium carbonate and 0.106 ml (0.917 mmol) of 4-bromo-2-methyl-2-butene. Chromatography on flash silica, eluting with 3-10% methanol/dichloromethane gave 0.036 g (16%) of the title product as a white solid. The hydrochloride salt was made using ethereal hydrogen chloride. Upon evaporation ... Starting materials: ClC1=NC=CC(=N1)C=1C(=NN2C1C=CC=C2)C=2C=C(C=CC2)NC(C2=C(C=CC=C2F)F)=O (N-{3-[3-(2-chloro-4-pyrimidinyl)pyrazolo[1,5-a]pyridin-2-yl]phenyl}-2,6-difluorobenzamide), CN1CC2=CC(=CC=C2CC1)N (2-methyl-1,2,3,4-tetrahydro-7-isoquinolinamine). Reagents/catalysts: Cl (HCl). Run in CC(C)O (2-propanol). Reaction conditions: temperature 90 celsius, time 8 hour. Yields the product NC1CC2=CC=C(C=C2C1)NC1=NC=CC(=N1)C=1C(=NN2C1C=CC=C2)C=2C=C(C=CC2)NC(C2=C(C=CC=C2F)F)=O (N-[3-(3-{2-[(2-Amino-2,3-dihydro-1H-inden-5-yl)amino]-4-pyrimidinyl}pyrazolo[1,5-a]pyridin-2-yl)phenyl]-2,6-difluorobenzamide). Yield: 60.2%. RXN SMILES: Cl[C:2]1[N:7]=[C:6]([C:8]2[C:9]([C:17]3[CH:18]=[C:19]([NH:23][C:24](=[O:33])[C:25]4[C:30]([F:31])=[CH:29][CH:28]=[CH:27][C:26]=4[F:32])[CH:20]=[CH:21][CH:22]=3)=[N:10][N:11]3[CH:16]=[CH:15][CH:14]=[CH:13][C:12]=23)[CH:5]=[CH:4][N:3]=1.C[N:35]1[CH2:44][CH2:43][C:42]2[C:37](=[CH:38][C:39]([NH2:45])=[CH:40][CH:41]=2)[CH2:36]1>CC(O)C.Cl>[NH2:35][CH:44]1[CH2:36][C:37]2[C:42](=[CH:41][CH:40]=[C:39]([NH:45][C:2]3[N:7]=[C:6]([C:8]4[C:9]([C:17]5[CH:18]=[C:19]([NH:23][C:24](=[O:33])[C:25]6[C:30]([F:31])=[CH:29][CH:28]=[CH:27][C:26]=6[F:32])[CH:20]=[CH:21][CH:22]=5)=[N:10][N:11]5[CH:16]=[CH:15][CH:14]=[CH:13][C:12]=45)[CH:5]=[CH:4][N:3]=3)[CH:38]=2)[CH2:43]1. Procedure details: To a suspension of N-{3-[3-(2-chloro-4-pyrimidinyl)pyrazolo[1,5-a]pyridin-2-yl]phenyl}-2,6-difluorobenzamide (100 mg, 0.22 mmol) (prepared according to a procedure similar to that described in Example 27, Step C) and 2-methyl-1,2,3,4-tetrahydro-7-isoquinolinamine (44 mg, 0.27 mmol) in 2-propanol (3 mL) was added 2 drops of concentrated HCl. The mixture was stirred at 90° C. overnight, and the reaction mixture was partitioned between saturated aqueous NaHCO3 and 4:1 CHCl3/MeOH. The organic layer ... Reactants: BrC1=CC=C(C=C1)C(O)(C=1N(C=CN1)S(=O)(=O)C1=CC=C(C=C1)C)C1=CC=CC=C1 (α-(p-bromophenyl)-α-phenyl-1-(toluene-p-sulphonyl)imidazole-2-methanol), Cl (hydrochloric acid), N (ammonia). Run in O (water). The product is BrC1=CC=C(C=C1)C(O)(C=1NC=CN1)C1=CC=CC=C1 (α-(p-bromophenyl)-α-phenylimidazole-2-methanol). RXN SMILES: [Br:1][C:2]1[CH:7]=[CH:6][C:5]([C:8]([C:25]2[CH:30]=[CH:29][CH:28]=[CH:27][CH:26]=2)([C:10]2[N:11](S(C3C=CC(C)=CC=3)(=O)=O)[CH:12]=[CH:13][N:14]=2)[OH:9])=[CH:4][CH:3]=1.Cl.N>O>[Br:1][C:2]1[CH:3]=[CH:4][C:5]([C:8]([C:25]2[CH:26]=[CH:27][CH:28]=[CH:29][CH:30]=2)([C:10]2[NH:14][CH:13]=[CH:12][N:11]=2)[OH:9])=[CH:6][CH:7]=1. Procedure details: A mixture of 24.8 g. (0.052 mol) of α-(p-bromophenyl)-α-phenyl-1-(toluene-p-sulphonyl)imidazole-2-methanol, 160 ml. of 2 N hydrochloric acid solution (0.156 mol) and about 500 ml. of water was boiled under reflux for 5 hours. After cooling the mixture was made alkaline by addition of ammonia. The precipitated solid was collected, treated with activated carbon in boiling toluene and crystallised from toluene. Melting point of the product was 156°-158° C. Reactants: C([O-])([O-])=O.[K+].[K+] (potassium carbonate), CC(=CCBr)C (dimethylallyl bromide), NCC1=NC(=NO1)C=1N=CN2C1[C@H]1N(C(C3=C2C=CS3)=O)CC1 ((S)-1-(5-aminomethyl-1,2,4-oxadiazol-3-yl)-11,11a-dihydro-8H,10H-azeto[1,2-a]imidazo[5,1-c]thieno[3,2-e][1,4]diazepin-8-one). Solvent: CN(C=O)C (dimethylformamide). Run at time 12 hour. The product is CC(=CCC(C1=NC(=NO1)C=1N=CN2C1[C@H]1N(C(C3=C2C=CS3)=O)CC1)(N)CC=C(C)C)C ((S)-1-[5-[bis-(3-methyl-but-2-enyl)-aminomethyl]-1,2,4-oxadiazol-3-yl]-11,11a-dihydro-8H,10H-azeto[1,2-a]imidazo[5,1-c]thieno[3,2-e][1,4]diazepin-8-one). Yield: 70.0%. As a reaction SMILES: C(=O)([O-])[O-].[K+].[K+].[CH3:7][C:8]([CH3:12])=[CH:9][CH2:10]Br.[NH2:13][CH2:14][C:15]1[O:19][N:18]=[C:17]([C:20]2[N:21]=[CH:22][N:23]3[C:29]4[CH:30]=[CH:31][S:32][C:28]=4[C:27](=[O:33])[N:26]4[CH2:34][CH2:35][C@H:25]4[C:24]=23)[N:16]=1>CN(C)C=O>[CH3:7][C:8]([CH3:12])=[CH:9][CH2:10][C:14]([CH2:10][CH:9]=[C:8]([CH3:12])[CH3:7])([NH2:13])[C:15]1[O:19][N:18]=[C:17]([C:20]2[N:21]=[CH:22][N:23]3[C:29]4[CH:30]=[CH:31][S:32][C:28]=4[C:27](=[O:33])[N:26]4[CH2:34][CH2:35][C@H:25]4[C:24]=23)[N:16]=1 |f:0.1.2|. Reported procedure: 2.5 g of potassium carbonate and 0.48 ml (4.1 mmol) of dimethylallyl bromide were added to a solution of 660 mg (2 mmol) of (S)-1-(5-aminomethyl-1,2,4-oxadiazol-3-yl)-11,11a-dihydro-8H,10H-azeto[1,2-a]imidazo[5,1-c]thieno[3,2-e][1,4]diazepin-8-one in 20 ml of dimethylformamide and the mixture was stirred at room temperature for 12 hours. The reaction solution was subsequently filtered and the filtrate was partitioned between methylene chloride and water. The aqueous phase was back-extracted thre... Reactants: O=C(O)CNC(=O)OCc1ccccc1, ClCCCl, CNCC(OC)OC, CCN(C(C)C)C(C)C, CN(C)C=O, O, On1nnc2ccccc21. The product is COC(CN(C)C(=O)CNC(=O)OCc1ccccc1)OC. Reaction SMILES: [C:9](=[O:10])([O:11][CH2:12][c:13]1[cH:14][cH:15][cH:16][cH:17][cH:18]1)[NH:19][CH2:20][C:21](=[O:22])[OH:23].[CH2:24]([Cl:25])[CH2:26][Cl:27].[CH3:1][O:2][CH:3]([CH2:4][NH:5][CH3:6])[O:7][CH3:8].[CH:38]([N:39]([CH2:40][CH3:41])[CH:42]([CH3:43])[CH3:44])([CH3:45])[CH3:46].[O:47]=[CH:48][N:49]([CH3:50])[CH3:51].[OH2:52].[OH:28][n:29]1[c:30]2[c:31]([cH:32][cH:33][cH:34][cH:35]2)[n:36][n:37]1>>[CH3:1][O:2][CH:3]([CH2:4][N:5]([CH3:6])[C:21]([CH2:20][NH:19][C:9](=[O:10])[O:11][CH2:12][c:13]1[cH:14][cH:15][cH:16][cH:17][cH:18]1)=[O:23])[O:7][CH3:8].